From a dataset of the Open Reaction Database (ORD), a public repository of structured organic reaction records. describe an organic reaction: reactants, conditions, products, and yield Reactants: BrC(Br)(Br)Br, ClCCl, O=c1[nH]c(-c2ccccc2C(F)(F)F)cc2ccc(NCCCO)cc12, c1ccc(P(c2ccccc2)c2ccccc2)cc1. The product is O=c1[nH]c(-c2ccccc2C(F)(F)F)cc2ccc(NCCCBr)cc12. As a reaction SMILES: [C:20]([Br:21])([Br:22])([Br:23])[Br:24].[CH2:51]([Cl:52])[Cl:53].[OH:25][CH2:26][CH2:27][CH2:28][NH:29][c:30]1[cH:31][cH:32][c:33]2[cH:34][c:35](-[c:41]3[c:42]([C:47]([F:48])([F:49])[F:50])[cH:43][cH:44][cH:45][cH:46]3)[nH:36][c:37](=[O:40])[c:38]2[cH:39]1.[c:1]1([P:2]([c:3]2[cH:4][cH:5][cH:6][cH:7][cH:8]2)[c:9]2[cH:10][cH:11][cH:12][cH:13][cH:14]2)[cH:15][cH:16][cH:17][cH:18][cH:19]1>>[CH2:20]([Br:24])[CH2:27][CH2:28][NH:29][c:30]1[cH:31][cH:32][c:33]2[cH:34][c:35](-[c:41]3[c:42]([C:47]([F:48])([F:49])[F:50])[cH:43][cH:44][cH:45][cH:46]3)[nH:36][c:37](=[O:40])[c:38]2[cH:39]1.